Dataset: the Open Reaction Database (ORD), a public repository of structured organic reaction records. Task: describe an organic reaction: reactants, conditions, products, and yield Conditions: time 2 hour. The reactants are C1=CC(=CC=C1N)O (p-aminophenol), ClC(=O)OC1=CC=CC=C1 (phenyl chloroformate), ice water, O.NN (hydrazine hydrate), N1=CC=CC=C1 (pyridine), ice water. Reported procedure: To a solution of 22 g of p-aminophenol in 100 ml of acetonitrile was slowly added dropwise 26 ml of phenyl chloroformate under ice-cooling, and the mixture was stirred at room temperature for 2 hours. To the mixture was added 17 ml of pyridine at room temperature, followed by stirring for 1 hour. After completion of the reaction, the reaction solution was poured into 1 l of ice-water to precipitate white crystals. The crystals were collected by filtration, washed twice with 50 ml of water, and d... Solvent: C(C)#N (acetonitrile), CO (methanol). Reaction SMILES: [CH:1]1[C:6]([NH2:7])=[CH:5][CH:4]=[C:3]([OH:8])[CH:2]=1.ClC([O:12][C:13]1C=CC=CC=1)=O.N1C=CC=CC=1.O.[NH2:26][NH2:27]>C(#N)C.CO>[OH:8][C:3]1[CH:4]=[CH:5][C:6]([NH:7][C:13](=[O:12])[NH:26][NH2:27])=[CH:1][CH:2]=1 |f:3.4|. Yields the product OC1=CC=C(C=C1)NC(NN)=O (4-(4-hydroxyphenyl)semicarbazide). The reactants are C1CCOC1, CCOC(C)=O, C=CCC(=O)O, CCN(C(C)C)C(C)C, ClCCl, O=C(Cl)C(=O)Cl, CN(C)C=O, Nc1cccc(-c2cnc3ccccc3n2)c1. Yields the product C=CCC(=O)Nc1cccc(-c2cnc3ccccc3n2)c1. RXN SMILES: [CH2:42]1[O:43][CH2:44][CH2:45][CH2:46]1.[CH3:47][CH2:48][O:49][C:50](=[O:51])[CH3:52].[CH:1](=[CH2:2])[CH2:3][C:4](=[O:5])[OH:6].[CH:30]([N:31]([CH:32]([CH3:33])[CH3:34])[CH2:35][CH3:36])([CH3:37])[CH3:38].[Cl:39][CH2:40][Cl:41].[Cl:7][C:8]([C:9]([Cl:10])=[O:11])=[O:12].[O:53]=[CH:54][N:55]([CH3:56])[CH3:57].[n:13]1[c:14](-[c:23]2[cH:24][c:25]([NH2:29])[cH:26][cH:27][cH:28]2)[cH:15][n:16][c:17]2[cH:18][cH:19][cH:20][cH:21][c:22]12>>[CH:1](=[CH2:2])[CH2:3][C:4](=[O:6])[NH:29][c:25]1[cH:24][c:23](-[c:14]2[n:13][c:22]3[c:17]([n:16][cH:15]2)[cH:18][cH:19][cH:20][cH:21]3)[cH:28][cH:27][cH:26]1.